Dataset: the Open Reaction Database (ORD), a public repository of structured organic reaction records. Task: describe an organic reaction: reactants, conditions, products, and yield Reactants: BrCC(=O)OC(C)(C)C (t-butyl bromoacetate), O (H2O), C(C1=CC=CC=C1)OC(=O)N[C@@H]1C(N[C@@H]1CCC=1OC=CC1)=O ((3S,4R)-3-benzyloxycarbonylamino-4-[2-(2-furyl)ethyl]azetidin-2-one), BrCC(=O)OC(C)(C)C (t-butyl bromoacetate). Solvent: CN(C=O)C (N,N-dimethylformamide), CN(C)C=O (DMF). Conditions: temperature 0 celsius, time 0.25 hour. The product is C(C1=CC=CC=C1)OC(=O)N[C@@H]1C(N([C@@H]1CCC=1OC=CC1)CC(=O)OC(C)(C)C)=O (t-Butyl (3S,4R)-2-[3-benzyloxycarbonylamino-4-(2-(2-furyl)ethyl)-2-oxoazetidin-1-yl]acetate). Yield: 79.8%. As a reaction SMILES: [CH2:1]([O:8][C:9]([NH:11][C@H:12]1[C@@H:15]([CH2:16][CH2:17][C:18]2[O:19][CH:20]=[CH:21][CH:22]=2)[NH:14][C:13]1=[O:23])=[O:10])[C:2]1[CH:7]=[CH:6][CH:5]=[CH:4][CH:3]=1.Br[CH2:25][C:26]([O:28][C:29]([CH3:32])([CH3:31])[CH3:30])=[O:27].O>CN(C)C=O>[CH2:1]([O:8][C:9]([NH:11][C@H:12]1[C@@H:15]([CH2:16][CH2:17][C:18]2[O:19][CH:20]=[CH:21][CH:22]=2)[N:14]([CH2:25][C:26]([O:28][C:29]([CH3:32])([CH3:31])[CH3:30])=[O:27])[C:13]1=[O:23])=[O:10])[C:2]1[CH:7]=[CH:6][CH:5]=[CH:4][CH:3]=1. Procedure: Triton B (1.94 mL, 4.3 mmols) was added dropwise to a stirred, cooled (-30° C.) solution of (3S,4R)-3-benzyloxycarbonylamino-4-[2-(2-furyl)ethyl]azetidin-2-one (1.35 g, 4.3 mmols) in N,N-dimethylformamide (15 mL). Stirring was continued for 0.25 hr. at -30° C. The mixture was allowed to warm to 0° C. during about 0.25 hr and then was recooled to -30° C. when a solution of t-butyl bromoacetate (0.764 mL, 4.73 mmols) in DMF (3 mL) was added dropwise. Stirring was continued at -30° C. for 0.25 hr.,... Product: NC=1C=C(C=CC1)NC(C1=CC(=CC=C1)C(C)(C)C#N)=O (N-(3-aminophenyl)-3-(1-cyano-1-methylethyl)benzamide). The reagents and catalysts are [C].[Pd] (palladium-carbon). Reported procedure: To a solution of 3-(1-cyano-1-methylethyl)-N-(3-nitrophenyl)benzamide (495 mg, 1.60 mmol) in ethanol (12 mL)/tetrahydrofuran (4 mL) was added 10% palladium-carbon (85 mg), and the mixture was stirred at room temperature under a hydrogen atmosphere (1 atm) for 14 hr. The insoluble material was filtered off, and the filtrate was concentrated under reduced pressure to give N-(3-aminophenyl)-3-(1-cyano-1-methylethyl)benzamide as a pale-brown oil. The obtained compound was used for the next reaction ... Starting materials: C(#N)C(C)(C)C=1C=C(C(=O)NC2=CC(=CC=C2)[N+](=O)[O-])C=CC1 (3-(1-cyano-1-methylethyl)-N-(3-nitrophenyl)benzamide), O1CCCC1 (tetrahydrofuran). Conditions: time 14 hour. Run in C(C)O (ethanol). As a reaction SMILES: [C:1]([C:3]([C:6]1[CH:7]=[C:8]([CH:21]=[CH:22][CH:23]=1)[C:9]([NH:11][C:12]1[CH:17]=[CH:16][CH:15]=[C:14]([N+:18]([O-])=O)[CH:13]=1)=[O:10])([CH3:5])[CH3:4])#[N:2].O1CCCC1>C(O)C.[C].[Pd]>[NH2:18][C:14]1[CH:13]=[C:12]([NH:11][C:9](=[O:10])[C:8]2[CH:21]=[CH:22][CH:23]=[C:6]([C:3]([C:1]#[N:2])([CH3:5])[CH3:4])[CH:7]=2)[CH:17]=[CH:16][CH:15]=1 |f:3.4|. Reactants: C1CCC2=NCCCN2CC1, Cc1ccccc1, CCOC(C)=O, O, CC(C)CC(=O)c1ccc(CO)cn1, [N-]=[N+]=NP(=O)(c1ccccc1)c1ccccc1. Product: CC(C)CC(=O)c1ccc(CN=[N+]=[N-])cn1. Reaction SMILES: [CH2:1]1[CH2:2][CH2:3][C:4]2=[N:9][CH2:8][CH2:7][CH2:6][N:5]2[CH2:10][CH2:11]1.[CH3:43][c:44]1[cH:45][cH:46][cH:47][cH:48][cH:49]1.[CH3:50][CH2:51][O:52][C:53]([CH3:54])=[O:55].[OH2:56].[OH:12][CH2:13][c:14]1[cH:15][cH:16][c:17]([C:20]([CH2:21][CH:22]([CH3:23])[CH3:24])=[O:25])[n:18][cH:19]1.[c:26]1([P:27]([c:28]2[cH:29][cH:30][cH:31][cH:32][cH:33]2)(=[O:34])[N:40]=[N+:41]=[N-:42])[cH:35][cH:36][cH:37][cH:38][cH:39]1>>[CH2:13]([c:14]1[cH:15][cH:16][c:17]([C:20]([CH2:21][CH:22]([CH3:23])[CH3:24])=[O:25])[n:18][cH:19]1)[N:40]=[N+:41]=[N-:42]. The reactants are CCOC(=O)CC(c1ccc(C(=O)N(CC)CC)cc1)c1cccc(OC)c1, CO, [Na+], [OH-], O. Yields the product CCN(CC)C(=O)c1ccc(C(CC(=O)O)c2cccc(OC)c2)cc1. RXN SMILES: [CH2:1]([CH3:2])[N:3]([C:4](=[O:5])[c:6]1[cH:7][cH:8][c:9]([CH:12]([CH2:13][C:14](=[O:15])[O:16][CH2:17][CH3:18])[c:19]2[cH:20][c:21]([O:25][CH3:26])[cH:22][cH:23][cH:24]2)[cH:10][cH:11]1)[CH2:27][CH3:28].[CH3:31][OH:32].[Na+:30].[OH-:29].[OH2:33]>>[CH2:1]([CH3:2])[N:3]([C:4](=[O:5])[c:6]1[cH:7][cH:8][c:9]([CH:12]([CH2:13][C:14](=[O:15])[OH:16])[c:19]2[cH:20][c:21]([O:25][CH3:26])[cH:22][cH:23][cH:24]2)[cH:10][cH:11]1)[CH2:27][CH3:28]. The reactants are FC=1C2=C(C3=CN(N=C3C1)C)C(CC2)=O (5-fluoro-2-methyl-6,7-dihydrocyclopenta [e] indazol-8(2H)-one), [H-].[Na+] (sodium hydride), C(#N)CP(OCC)(OCC)=O (diethyl cyanomethylphosphonate), [Cl-].[NH4+] (ammonium chloride). The solvent is O1CCCC1 (tetrahydrofuran), C(C)(=O)OCC (ethyl acetate), O1CCCC1 (tetrahydrofuran). Run at time 15 minute. Product: FC=1C2=C(C3=CN(N=C3C1)C)C(CC2)=CC#N ((5-fluoro-2-methyl-6,7-dihydrocyclopenta [e] indazol-8(2H)-ylidene) acetonitrile). Yield: 63.7%. As a reaction SMILES: [H-].[Na+].[C:3]([CH2:5]P(=O)(OCC)OCC)#[N:4].[F:14][C:15]1[C:16]2[CH2:27][CH2:26][C:25](=O)[C:17]=2[C:18]2[C:22]([CH:23]=1)=[N:21][N:20]([CH3:24])[CH:19]=2.[Cl-].[NH4+]>O1CCCC1.C(OCC)(=O)C>[F:14][C:15]1[C:16]2[CH2:27][CH2:26][C:25](=[CH:5][C:3]#[N:4])[C:17]=2[C:18]2[C:22]([CH:23]=1)=[N:21][N:20]([CH3:24])[CH:19]=2 |f:0.1,4.5|. Reported procedure: To a suspension of 60% sodium hydride (59.0 mg, 1.48 mmol) in tetrahydrofuran (8 mL) was added diethyl cyanomethylphosphonate (260 μL, 1.60 mmol) at room temperature, and the mixture was stirred for 15 min. A suspension of 5-fluoro-2-methyl-6,7-dihydrocyclopenta [e] indazol-8(2H)-one (252 mg, 1.23 mmol) in tetrahydrofuran (4 mL) was added thereto, and the mixture was stirred at room temperature for 4 hr. Saturated aqueous ammonium chloride solution was added to the reaction solution, and the mix...